Dataset: the Open Reaction Database (ORD), a public repository of structured organic reaction records. Task: describe an organic reaction: reactants, conditions, products, and yield Reactants: [Br-], CC(=O)Nc1ccc(F)cc1Br, CCN(CC)CCc1ccc(-c2[nH]c3cccc4c3c2CCNC4=O)cc1. Yields the product CC(=O)Nc1ccc(F)cc1-c1[nH]c2cccc3c2c1CCNC3=O. RXN SMILES: [Br-:28].[Br:29][c:30]1[c:31]([NH:37][C:38]([CH3:39])=[O:40])[cH:32][cH:33][c:34]([F:36])[cH:35]1.[CH2:1]([N:2]([CH2:3][CH3:4])[CH2:5][CH2:6][c:7]1[cH:8][cH:9][c:10](-[c:12]2[nH:13][c:14]3[cH:15][cH:16][cH:17][c:18]4[c:19]3[c:20]2[CH2:21][CH2:22][NH:23][C:24]4=[O:25])[cH:11][cH:26]1)[CH3:27]>>[c:12]1(-[c:30]2[c:31]([NH:37][C:38]([CH3:39])=[O:40])[cH:32][cH:33][c:34]([F:36])[cH:35]2)[nH:13][c:14]2[cH:15][cH:16][cH:17][c:18]3[c:19]2[c:20]1[CH2:21][CH2:22][NH:23][C:24]3=[O:25]. Starting materials: CCOC(=O)c1cnn(Cc2cc(-c3cccc(C(F)(F)F)c3)c(C)s2)c1, CCO, Cl, [Na+], [OH-]. Yields the product Cc1sc(Cn2cc(C(=O)O)cn2)cc1-c1cccc(C(F)(F)F)c1. As a reaction SMILES: [CH3:1][c:2]1[c:3](-[c:18]2[cH:19][c:20]([C:24]([F:25])([F:26])[F:27])[cH:21][cH:22][cH:23]2)[cH:4][c:5]([CH2:7][n:8]2[n:9][cH:10][c:11]([C:13](=[O:14])[O:15][CH2:16][CH3:17])[cH:12]2)[s:6]1.[CH3:31][CH2:32][OH:33].[ClH:30].[Na+:29].[OH-:28]>>[CH3:1][c:2]1[c:3](-[c:18]2[cH:19][c:20]([C:24]([F:25])([F:26])[F:27])[cH:21][cH:22][cH:23]2)[cH:4][c:5]([CH2:7][n:8]2[n:9][cH:10][c:11]([C:13](=[O:14])[OH:15])[cH:12]2)[s:6]1.